This data is from the Open Reaction Database (ORD), a public repository of structured organic reaction records. The task is: describe an organic reaction: reactants, conditions, products, and yield The reactants are BrCC1CCC(CBr)CC1, Cc1cc(C)on1, [Li]CCCC, C1CCOC1. Yields the product Cc1cc(CCC2CCC(CBr)CC2)on1. RXN SMILES: [Br:13][CH2:14][CH:15]1[CH2:16][CH2:17][CH:18]([CH2:21][Br:22])[CH2:19][CH2:20]1.[CH3:6][c:7]1[n:8][o:9][c:10]([CH3:12])[cH:11]1.[Li:1][CH2:2][CH2:3][CH2:4][CH3:5].[O:23]1[CH2:24][CH2:25][CH2:26][CH2:27]1>>[CH3:6][c:7]1[n:8][o:9][c:10]([CH2:12][CH2:21][CH:18]2[CH2:17][CH2:16][CH:15]([CH2:14][Br:13])[CH2:20][CH2:19]2)[cH:11]1. Reactants: C(#N)CSC(C)=O (thioacetic acid S-cyanomethyl ester), Cl\C(\C)=C\1/[C@@H]2C([C@@H]2CC1=O)(C)C ((1S, 5R)-2-(1-chloro-(E)-ethylidene)-6,6-dimethyl-bicyclo[3.1.0]hexan-3-one), C(#N)CSC(C)=O (thioacetic acid S-cyanomethyl ester). Solvent: [OH-].[Na+] (NaOH), [OH-].[Na+] (NaOH), C1CCOC1 (THF), [OH-].[Na+] (NaOH). Conditions: time 2 hour. Product: CC1([C@@H]2[C@H]1CC1=C(SC(=C21)C)C#N)C ((1aS,5aR)-1,1,2-trimethyl-1,1a,5,5a-tetrahydro-3-thia-cyclopro-pa[a]pentalene-4-carbonitrile). The yield is 59.2%. Reaction SMILES: Cl/[C:2](=[C:4]1\[C@H:5]2[C@@H:7]([CH2:8][C:9]\1=O)[C:6]2([CH3:12])[CH3:11])/[CH3:3].[C:13]([CH2:15][S:16]C(=O)C)#[N:14]>C1COCC1.[OH-].[Na+]>[CH3:11][C:6]1([CH3:12])[C@@H:7]2[CH2:8][C:9]3[C:4]([C@H:5]12)=[C:2]([CH3:3])[S:16][C:15]=3[C:13]#[N:14] |f:3.4|. Procedure: A solution of (1S, 5R)-2-(1-chloro-(E)-ethylidene)-6,6-dimethyl-bicyclo[3.1.0]hexan-3-one (997 mg, 5.40 mmol) and thioacetic acid S-cyanomethyl ester (746 mg, 6.48 mmol) in THF (37 mL) is treated with 2 N aq. NaOH (10.8 mL). The resulting mixture is stirred vigorously at rt for 2 h. Another portion of thioacetic acid S-cyanomethyl ester (100 mg, 0.87 mmol) and 2 N aq. NaOH (2 mL) is added and stirring is continued for 1 h. The reaction mixture is diluted with 2 N aq. NaOH and extracted twice wit... Starting materials: BrC=1C(=C(C2=C(CC(O2)(C)C)C1C)OCC)C (5-bromo-7-ethoxy-2,2,4,6-tetramethyl-2,3-dihydro-1-benzofuran), CC1=CC=C(C=C1)N1CCNCC1 (1-(4-methylphenyl)piperazine). Yields the product C(C)OC1=C(C(=C(C=2CC(OC21)(C)C)C)N2CCN(CC2)C2=CC=C(C=C2)C)C (1-(7-Ethoxy-2,2,4,6-tetramethyl-2,3-dihydro-1-benzofuran-5-yl)-4-(4-methylphenyl)piperazine). Yield: 22.6%. RXN SMILES: Br[C:2]1[C:3]([CH3:17])=[C:4]([O:14][CH2:15][CH3:16])[C:5]2[O:9][C:8]([CH3:11])([CH3:10])[CH2:7][C:6]=2[C:12]=1[CH3:13].[CH3:18][C:19]1[CH:24]=[CH:23][C:22]([N:25]2[CH2:30][CH2:29][NH:28][CH2:27][CH2:26]2)=[CH:21][CH:20]=1>>[CH2:15]([O:14][C:4]1[C:5]2[O:9][C:8]([CH3:11])([CH3:10])[CH2:7][C:6]=2[C:12]([CH3:13])=[C:2]([N:28]2[CH2:29][CH2:30][N:25]([C:22]3[CH:23]=[CH:24][C:19]([CH3:18])=[CH:20][CH:21]=3)[CH2:26][CH2:27]2)[C:3]=1[CH3:17])[CH3:16]. Procedure: By using 5-bromo-7-ethoxy-2,2,4,6-tetramethyl-2,3-dihydro-1-benzofuran (500 mg, 1.67 mmol) synthesized in Reference example 98 and 1-(4-methylphenyl)piperazine (589 mg, 3.34 mmol), the reaction was carried out in the same manner as Example 1 to synthesize the title compound 149 mg (yield 23%).